From a dataset of the Open Reaction Database (ORD), a public repository of structured organic reaction records. describe an organic reaction: reactants, conditions, products, and yield Reagents/catalysts: [Cu] (copper bronze). The product is C1(=CC=CC=C1)N(C1=CC=C(C=C1)C1=CC=C(C=C1)N(C1=CC(=CC=C1)C)C1=CC=CC=C1)C1=CC(=CC=C1)C (N,N'-diphenyl-N,N'-bis(3-methylphenyl)-[1,1'-biphenyl]-4,4'-diamine). Reactants: C1(=CC=CC=C1)NC1=CC=C(C=C1)C1=CC=C(C=C1)NC1=CC=CC=C1 (N,N'-diphenyl-[1,1'-biphenyl]-4,4'-diamine), CS(=O)C (dimethylsulfoxide), C1=CC=CC=C1 (benzene), IC=1C=C(C=CC1)C (m-iodotoluene), C([O-])([O-])=O.[K+].[K+] (potassium carbonate). Reaction SMILES: [C:1]1([NH:7][C:8]2[CH:13]=[CH:12][C:11]([C:14]3[CH:19]=[CH:18][C:17]([NH:20][C:21]4[CH:26]=[CH:25][CH:24]=[CH:23][CH:22]=4)=[CH:16][CH:15]=3)=[CH:10][CH:9]=2)[CH:6]=[CH:5][CH:4]=[CH:3][CH:2]=1.I[C:28]1[CH:29]=[C:30]([CH3:34])[CH:31]=[CH:32][CH:33]=1.C(=O)([O-])[O-].[K+].[K+].[CH3:41]S(C)=O.[CH:45]1[CH:50]=[CH:49][CH:48]=[CH:47][CH:46]=1>[Cu]>[C:21]1([N:20]([C:32]2[CH:33]=[CH:28][CH:29]=[C:30]([CH3:34])[CH:31]=2)[C:17]2[CH:18]=[CH:19][C:14]([C:11]3[CH:12]=[CH:13][C:8]([N:7]([C:45]4[CH:50]=[CH:49][CH:48]=[CH:47][CH:46]=4)[C:1]4[CH:6]=[CH:5][CH:4]=[C:3]([CH3:41])[CH:2]=4)=[CH:9][CH:10]=3)=[CH:15][CH:16]=2)[CH:26]=[CH:25][CH:24]=[CH:23][CH:22]=1 |f:2.3.4|. Procedure: In a 5000 milliliter, round bottom, 3 necked flask fitted with a mechanical stirrer and blanketed with argon, is placed 336 grams (1 mole) of N,N'-diphenyl-[1,1'-biphenyl]-4,4'-diamine, 550 grams (2.5 moles) of m-iodotoluene, 550 grams (4 moles) potassium carbonate (anhydrous) and 50 grams of copper bronze catalyst and 1500 ml dimethylsulfoxide (anhydrous). The heterogeneous mixture is refluxed for 6 days. The mixture is allowed to cool. 2000 ml of benzene is added. The dark slurry is then filte... Reactants: C(C1=CC=CC=C1)O[C@@H](C(=O)O)C(COS(=O)(=O)CCCS(=O)(=O)OC1=CC=CC=C1)(C)C ((2R)-2-benzyloxy-3,3-dimethyl-4-(3-phenoxysulfonylpropylsulfonyloxy)butanoic acid), C(C(=O)Cl)(=O)Cl (oxalyl chloride), CN(C=O)C (N,N-dimethylformamide). Solvent: ClCCl (dichloromethane). Reaction conditions: time 1 hour. Product: C(C1=CC=CC=C1)O[C@@H](C(=O)OCC)C(COS(=O)(=O)CCCS(=O)(=O)OC1=CC=CC=C1)(C)C (ethyl (2R)-2-benzyloxy-3,3-dimethyl-4-(3-phenoxysulfonylpropylsulfonyloxy)butanoate). As a reaction SMILES: [CH2:1]([O:8][C@H:9]([C:13]([CH3:33])([CH3:32])[CH2:14][O:15][S:16]([CH2:19][CH2:20][CH2:21][S:22]([O:25][C:26]1[CH:31]=[CH:30][CH:29]=[CH:28][CH:27]=1)(=[O:24])=[O:23])(=[O:18])=[O:17])[C:10]([OH:12])=[O:11])[C:2]1[CH:7]=[CH:6][CH:5]=[CH:4][CH:3]=1.[C:34](Cl)(=O)[C:35](Cl)=O.CN(C)C=O>ClCCl>[CH2:1]([O:8][C@H:9]([C:13]([CH3:33])([CH3:32])[CH2:14][O:15][S:16]([CH2:19][CH2:20][CH2:21][S:22]([O:25][C:26]1[CH:27]=[CH:28][CH:29]=[CH:30][CH:31]=1)(=[O:23])=[O:24])(=[O:17])=[O:18])[C:10]([O:12][CH2:34][CH3:35])=[O:11])[C:2]1[CH:7]=[CH:6][CH:5]=[CH:4][CH:3]=1. Reported procedure: To a stirred 0° C. solution of (2R)-2-benzyloxy-3,3-dimethyl-4-(3-phenoxysulfonylpropylsulfonyloxy)butanoic acid (Example 8(a), Step 3) (0.8 g) in dichloromethane (10 mL), was added oxalyl chloride (0.28 mL) followed by a drop of N,N-dimethylformamide. The reaction mixture was stirred for 1 hour and concentrated in vacuo. The resulting residue was dissolved in dichloromethane (10 mL), to which was added ethanol (2 mL). The reaction mixture was stirred overnight at room temperature. The volatiles... Starting materials: O=[Cr](=O)([O-])O[Cr](=O)(=O)[O-], CN(C)C=O, O, CN(C)C(=O)CC1(CCCCO)C=CCCC1, c1cc[nH+]cc1, c1cc[nH+]cc1. Yields the product CN(C)C(=O)CC1(CCCC(=O)O)C=CCCC1. Reaction SMILES: [Cr:18](=[O:19])([O:20][Cr:21]([O-:22])(=[O:23])=[O:24])([O-:25])=[O:26].[O:40]=[CH:41][N:42]([CH3:43])[CH3:44].[OH2:39].[OH:1][CH2:2][CH2:3][CH2:4][CH2:5][C:6]1([CH2:12][C:13](=[O:14])[N:15]([CH3:16])[CH3:17])[CH:7]=[CH:8][CH2:9][CH2:10][CH2:11]1.[nH+:27]1[cH:28][cH:29][cH:30][cH:31][cH:32]1.[nH+:33]1[cH:34][cH:35][cH:36][cH:37][cH:38]1>>[O:1]=[C:2]([CH2:3][CH2:4][CH2:5][C:6]1([CH2:12][C:13](=[O:14])[N:15]([CH3:16])[CH3:17])[CH:7]=[CH:8][CH2:9][CH2:10][CH2:11]1)[OH:19]. Reactants: CCOC(=O)CC(=O)OCC, C1CCOC1, ClC(Cl)(Cl)Cl, CCCCOS(=O)(=O)C1CC(=O)C1, c1ccncc1. The product is CCCCOS(=O)(=O)C1CC(=C(C(=O)OCC)C(=O)OCC)C1. RXN SMILES: [C:19]([CH2:20][C:21](=[O:22])[O:23][CH2:24][CH3:25])(=[O:26])[O:27][CH2:28][CH3:29].[CH2:36]1[O:37][CH2:38][CH2:39][CH2:40]1.[Cl:1][C:2]([Cl:3])([Cl:4])[Cl:5].[O:6]=[C:7]1[CH2:8][CH:9]([S:11](=[O:12])(=[O:13])[O:14][CH2:15][CH2:16][CH2:17][CH3:18])[CH2:10]1.[cH:30]1[cH:31][cH:32][n:33][cH:34][cH:35]1>>[C:7]1(=[C:20]([C:19](=[O:26])[O:27][CH2:28][CH3:29])[C:21](=[O:22])[O:23][CH2:24][CH3:25])[CH2:8][CH:9]([S:11](=[O:12])(=[O:13])[O:14][CH2:15][CH2:16][CH2:17][CH3:18])[CH2:10]1.